This data is from the Open Reaction Database (ORD), a public repository of structured organic reaction records. The task is: describe an organic reaction: reactants, conditions, products, and yield Starting materials: [N+](=O)([O-])[O-].[K+] (KNO3), C1(CCCCC1)C=1NS(C2=C(N1)C=CC=C2)(=O)=O (3-cyclohexyl-1,2-dihydro-1,2,4-benzothiadiazine-1,1-dioxide). The solvent is OS(=O)(=O)O (H2SO4), OS(=O)(=O)O (H2SO4). The product is C1(CCCCC1)C=1NS(C2=C(N1)C=CC(=C2)[N+](=O)[O-])(=O)=O (3-Cyclohexyl-7-nitro-1,2-dihydro-1,2,4-benzothiadiazine-1,1-dioxide). As a reaction SMILES: [N+:1]([O-:4])([O-])=[O:2].[K+].[CH:6]1([C:12]2[NH:13][S:14](=[O:23])(=[O:22])[C:15]3[CH:21]=[CH:20][CH:19]=[CH:18][C:16]=3[N:17]=2)[CH2:11][CH2:10][CH2:9][CH2:8][CH2:7]1>OS(O)(=O)=O>[CH:6]1([C:12]2[NH:13][S:14](=[O:22])(=[O:23])[C:15]3[CH:21]=[C:20]([N+:1]([O-:4])=[O:2])[CH:19]=[CH:18][C:16]=3[N:17]=2)[CH2:7][CH2:8][CH2:9][CH2:10][CH2:11]1 |f:0.1|. Reported procedure: To a stirred solution of KNO3 (1.2 g; 11.5 mmol) and conc. H2SO4 (8 ml) at 5° C. was added a solution of 3-cyclohexyl-1,2-dihydro-1,2,4-benzothiadiazine-1,1-dioxide in conc. H2SO4 (8 ml). The reaction mixture was allowed to warm up to r.t. and left with stirring over night. The product was precipitated by slow addition of ice and isolated by filtration. The crude product (4.3 g) was used without further purification. Yields the product COc1ccccc1N1CCN(CCCC=O)CC1. RXN SMILES: [CH3:1][O:2][c:3]1[c:4]([N:9]2[CH2:10][CH2:11][N:12]([CH2:15][CH2:16][CH2:17][CH2:18][OH:19])[CH2:13][CH2:14]2)[cH:5][cH:6][cH:7][cH:8]1.[O:20]=[CH:21][CH2:22][CH2:23][CH2:24][NH:25][C:26](=[O:27])[c:28]1[cH:29][cH:30][cH:31][cH:32][cH:33]1>>[CH3:1][O:2][c:3]1[c:4]([N:9]2[CH2:10][CH2:11][N:12]([CH2:15][CH2:16][CH2:17][CH:18]=[O:19])[CH2:13][CH2:14]2)[cH:5][cH:6][cH:7][cH:8]1. Starting materials: COc1ccccc1N1CCN(CCCCO)CC1, O=CCCCNC(=O)c1ccccc1. Starting materials: CCO, Cc1ccc2c(Cl)ccnc2n1, C=C(C)COc1ccc(Sc2ccc(NC(C)=O)cc2)c(N)c1. Product: C=C(C)COc1ccc(Sc2ccc(NC(C)=O)cc2)c(Nc2ccnc3nc(C)ccc23)c1. Reaction SMILES: [CH3:36][CH2:37][OH:38].[Cl:1][c:2]1[c:3]2[cH:4][cH:5][c:6]([CH3:12])[n:7][c:8]2[n:9][cH:10][cH:11]1.[NH2:13][c:14]1[c:15]([S:25][c:26]2[cH:27][cH:28][c:29]([NH:32][C:33]([CH3:34])=[O:35])[cH:30][cH:31]2)[cH:16][cH:17][c:18]([O:20][CH2:21][C:22](=[CH2:23])[CH3:24])[cH:19]1>>[c:2]1([NH:13][c:14]2[c:15]([S:25][c:26]3[cH:27][cH:28][c:29]([NH:32][C:33]([CH3:34])=[O:35])[cH:30][cH:31]3)[cH:16][cH:17][c:18]([O:20][CH2:21][C:22](=[CH2:23])[CH3:24])[cH:19]2)[c:3]2[cH:4][cH:5][c:6]([CH3:12])[n:7][c:8]2[n:9][cH:10][cH:11]1. Product: C(CC1=CC=CC=C1)N1CCN(CC1)CCC1=CC=C(C=C1)C1=CC(=CC(=N1)N)C (6-{4-[2-(4-Phenethyl-piperazin-1-yl)-ethyl]-phenyl}-4-methyl-pyridin-2-ylamine). As a reaction SMILES: N#N.CC1[N:5]([C:10]2[CH:15]=[C:14]([CH3:16])[CH:13]=[C:12]([C:17]3[CH:22]=[CH:21][C:20]([CH2:23][CH2:24][N:25]4[CH2:30][CH2:29][N:28]([CH2:31][CH2:32][C:33]5[CH:38]=[CH:37][CH:36]=[CH:35][CH:34]=5)[CH2:27][CH2:26]4)=[CH:19][CH:18]=3)[N:11]=2)C(C)=CC=1.Cl.NO.[2H]C(Cl)(Cl)Cl.CO[2H]>CCOCC.C(O)C.O>[CH2:31]([N:28]1[CH2:27][CH2:26][N:25]([CH2:24][CH2:23][C:20]2[CH:21]=[CH:22][C:17]([C:12]3[N:11]=[C:10]([NH2:5])[CH:15]=[C:14]([CH3:16])[CH:13]=3)=[CH:18][CH:19]=2)[CH2:30][CH2:29]1)[CH2:32][C:33]1[CH:34]=[CH:35][CH:36]=[CH:37][CH:38]=1 |f:2.3,4.5|. Reported procedure: 6-(4-(2-(Phenethylpiperazin-4-yl)ethyl)phenyl)-4-methyl-pyridinyl-2-amine: To a 100 mL three-necked round-bottomed flask equipped with septum and N2 inlet were added 165 mg (0.345 mmol) 2-(2, 5-dimethylpyrrol-1-yl)-4-methyl-6-(4-(2-(phenethylpiperazin-4-yl)ethyl)phenyl)-pyridine, 120 mg (1.726 mmol) hydroxylamine hydrochloride, 1 mL water, and 5 mL ethanol. The reaction was refluxed 14 hr, cooled, evaporated, and taken up in ethyl acetate. The organic layer was washed with water and brine, dried... Run in CCOCC (ether), C(C)O (ethanol), O (water). Reactants: [2H]C(Cl)(Cl)Cl.CO[2H] (CDCl3 MeOD), 6-(4-(2-(Phenethylpiperazin-4-yl)ethyl)phenyl)-4-methyl-pyridinyl-2-amine, N#N (N2), CC=1N(C(=CC1)C)C1=NC(=CC(=C1)C)C1=CC=C(C=C1)CCN1CCN(CC1)CCC1=CC=CC=C1 (2-(2, 5-dimethylpyrrol-1-yl)-4-methyl-6-(4-(2-(phenethylpiperazin-4-yl)ethyl)phenyl)-pyridine), Cl.NO (hydroxylamine hydrochloride). Starting materials: ClC1=C2C(=NC=C1C1=CC(=CC=C1)OC)N(C=C2)S(=O)(=O)C2=CC=CC=C2 (4-Chloro-5-(3-methoxyphenyl)-1-(phenylsulfonyl)-1H-pyrrolo[2,3-b]pyri dine), C(=O)([O-])[O-].[Cs+].[Cs+] (Cs2CO3), N1(CCNCC1)C(=O)OC(C)(C)C (tert-butyl piperazine-1-carboxylate), CC1(C2=C(C(=CC=C2)P(C3=CC=CC=C3)C4=CC=CC=C4)OC5=C(C=CC=C51)P(C6=CC=CC=C6)C7=CC=CC=C7)C (Xantphos). The reagents and catalysts are CC(=O)[O-].CC(=O)[O-].[Pd+2] (Pd(OAc)2). The solvent is C1(=CC=CC=C1)C (toluene). Conditions: temperature 100 celsius. Product: COC=1C=C(C=CC1)C=1C(=C2C(=NC1)N(C=C2)S(=O)(=O)C2=CC=CC=C2)N2CCN(CC2)C(=O)OC(C)(C)C (tert-butyl 4-(5-(3-methoxyphenyl)-1-(phenylsulfonyl)-1H-pyrrolo[2,3-b]pyri din-4-yl)piperazine-1-carboxylate). Yield: 29.2%. RXN SMILES: Cl[C:2]1[C:7]([C:8]2[CH:13]=[CH:12][CH:11]=[C:10]([O:14][CH3:15])[CH:9]=2)=[CH:6][N:5]=[C:4]2[N:16]([S:19]([C:22]3[CH:27]=[CH:26][CH:25]=[CH:24][CH:23]=3)(=[O:21])=[O:20])[CH:17]=[CH:18][C:3]=12.[N:28]1([C:34]([O:36][C:37]([CH3:40])([CH3:39])[CH3:38])=[O:35])[CH2:33][CH2:32][NH:31][CH2:30][CH2:29]1.CC1(C)C2C(=C(P(C3C=CC=CC=3)C3C=CC=CC=3)C=CC=2)OC2C(P(C3C=CC=CC=3)C3C=CC=CC=3)=CC=CC1=2.C([O-])([O-])=O.[Cs+].[Cs+]>C1(C)C=CC=CC=1.CC([O-])=O.CC([O-])=O.[Pd+2]>[CH3:15][O:14][C:10]1[CH:9]=[C:8]([C:7]2[C:2]([N:31]3[CH2:30][CH2:29][N:28]([C:34]([O:36][C:37]([CH3:40])([CH3:39])[CH3:38])=[O:35])[CH2:33][CH2:32]3)=[C:3]3[CH:18]=[CH:17][N:16]([S:19]([C:22]4[CH:27]=[CH:26][CH:25]=[CH:24][CH:23]=4)(=[O:21])=[O:20])[C:4]3=[N:5][CH:6]=2)[CH:13]=[CH:12][CH:11]=1 |f:3.4.5,7.8.9|. Procedure: 4-Chloro-5-(3-methoxyphenyl)-1-(phenylsulfonyl)-1H-pyrrolo[2,3-b]pyri dine (0.400 g, 1.00 mmol), tert-butyl piperazine-1-carboxylate (0.280 g, 1.50 mmol), Pd(OAc)2 (0.0225 g, 0.100 mmol), Xantphos (0.0870 g, 0.150 mmol), and Cs2CO3 (0.490 g, 1.50 mmol) were placed in degassed toluene (4 mL). The mixture was heated to 100° C. for 24 hours. The reaction was cooled to room temperature, filtered through celite, and concentrated. The product was purified (500:5 to 500:7 DCM:MeOH) to yield tert-butyl ... The reactants are ClC1=CC=C(C=C1)S(=O)(=O)CC1=C(C=CC(=C1)F)F (2-[(4-chlorophenyl)sulfonylmethyl]-1,4-difluorobenzene), [Si](C1=CC=CC=C1)(C1=CC=CC=C1)(C(C)(C)C)OCC1=C(C=CC=C1)CO ([2-[(t-butyldiphenylsilyloxy)methyl]phenyl]methanol), C(#N)C=P(CCCC)(CCCC)CCCC (cyanomethylenetri-n-butylphosphorane), CO (methanol), C(#N)C=P(CCCC)(CCCC)CCCC (cyanomethylenetri-n-butylphosphorane). RXN SMILES: [Cl:1][C:2]1[CH:7]=[CH:6][C:5]([S:8]([CH2:11][C:12]2[CH:17]=[C:16]([F:18])[CH:15]=[CH:14][C:13]=2[F:19])(=[O:10])=[O:9])=[CH:4][CH:3]=1.[Si:20]([O:37][CH2:38][C:39]1[CH:44]=[CH:43][CH:42]=[CH:41][C:40]=1[CH2:45]O)([C:33]([CH3:36])([CH3:35])[CH3:34])([C:27]1[CH:32]=[CH:31][CH:30]=[CH:29][CH:28]=1)[C:21]1[CH:26]=[CH:25][CH:24]=[CH:23][CH:22]=1.C(C=P(CCCC)(CCCC)CCCC)#N.CO>C1(C)C=CC=CC=1.C(OCC)(=O)C>[Si:20]([O:37][CH2:38][C:39]1[CH:44]=[CH:43][CH:42]=[CH:41][C:40]=1[CH2:45][CH:11]([C:12]1[CH:17]=[C:16]([F:18])[CH:15]=[CH:14][C:13]=1[F:19])[S:8]([C:5]1[CH:6]=[CH:7][C:2]([Cl:1])=[CH:3][CH:4]=1)(=[O:10])=[O:9])([C:33]([CH3:36])([CH3:35])[CH3:34])([C:21]1[CH:26]=[CH:25][CH:24]=[CH:23][CH:22]=1)[C:27]1[CH:28]=[CH:29][CH:30]=[CH:31][CH:32]=1. Isolated yield 86.4%. Procedure: The 2-[(4-chlorophenyl)sulfonylmethyl]-1,4-difluorobenzene (600 mg, 1.98 mmol) obtained in Example 5 and [2-[(t-butyldiphenylsilyloxy)methyl]phenyl]methanol (1.00 g, 2.66 mmol) were dissolved in toluene (20 ml), followed by the addition of cyanomethylenetri-n-butylphosphorane (640 mg, 2.65 mmol). Under an argon atmosphere, the resulting mixture was heated under reflux for 14 hours. After the reaction mixture was allowed to cool down, 2-[(t-butyldiphenylsilyloxy)methyl]phenyl]methanol (400 mg, 1.... Yields the product [Si](C1=CC=CC=C1)(C1=CC=CC=C1)(C(C)(C)C)OCC1=C(C=CC=C1)CC(S(=O)(=O)C1=CC=C(C=C1)Cl)C1=C(C=CC(=C1)F)F (2-[2-[2-[(t-Butyldiphenylsilyloxy)methyl]phenyl]-1-[(4-chlorophenyl)sulfonyl]ethyl]-1,4-difluorobenzene). Solvent: C(C)(=O)OCC (ethyl acetate), C1(=CC=CC=C1)C (toluene). Reactants: Cc1nc2cccc(S(=O)(=O)Cl)c2s1, N, C1CCOC1. The product is Cc1nc2cccc(S(N)(=O)=O)c2s1. As a reaction SMILES: [CH3:1][c:2]1[s:3][c:4]2[c:5]([n:6]1)[cH:7][cH:8][cH:9][c:10]2[S:11](=[O:12])(=[O:13])[Cl:14].[NH3:15].[O:16]1[CH2:17][CH2:18][CH2:19][CH2:20]1>>[CH3:1][c:2]1[s:3][c:4]2[c:5]([n:6]1)[cH:7][cH:8][cH:9][c:10]2[S:11](=[O:12])(=[O:13])[NH2:15].